This data is from the Open Reaction Database (ORD), a public repository of structured organic reaction records. The task is: describe an organic reaction: reactants, conditions, products, and yield The reactants are [H-].[Na+] (NaH), BrC1=C(C=C(C=C1C)OC)CO ((2-bromo-5-methoxy-3-methyl-phenyl)-methanol), BrCC(=O)OC(C)(C)C (tert-butyl bromoacetate). Run in O (water), CN(C)C=O (DMF). Run at time 1 hour. The product is C(C)(C)(C)OC(COCC1=C(C(=CC(=C1)OC)C)Br)=O ((2-bromo-5-methoxy-3-methyl-benzyloxy)-acetic acid tert-butyl ester). Yield: 99.6%. As a reaction SMILES: [Br:1][C:2]1[C:7]([CH3:8])=[CH:6][C:5]([O:9][CH3:10])=[CH:4][C:3]=1[CH2:11][OH:12].[H-].[Na+].Br[CH2:16][C:17]([O:19][C:20]([CH3:23])([CH3:22])[CH3:21])=[O:18]>CN(C=O)C.O>[C:20]([O:19][C:17](=[O:18])[CH2:16][O:12][CH2:11][C:3]1[CH:4]=[C:5]([O:9][CH3:10])[CH:6]=[C:7]([CH3:8])[C:2]=1[Br:1])([CH3:23])([CH3:22])[CH3:21] |f:1.2|. Procedure: A solution of (2-bromo-5-methoxy-3-methyl-phenyl)-methanol ((Example 192: step c) 0.800 g, 3.46 mmol) in DMF (10 mL) was cooled to 0° C. and treated with NaH (0.100 g of 95% dispersion, 4.15 mmol) and allowed to warm to room temperature 30 min. The mixture was then treated with tert-butyl bromoacetate (0.614 mL, 4.15 mmol) and stirred at room temperature 1 h. The reaction was diluted with water and extracted with EtOAc (2×125 mL). The combined organic layers were washed well with water (3×300 mL... The reactants are CCCBr, Clc1ccc(-c2cc3c4c(c2)C2CNCCC2N4CCC3)c(Cl)c1, N. The product is CCCN1CCC2C(C1)c1cc(-c3ccc(Cl)cc3Cl)cc3c1N2CCC3. Reaction SMILES: [Br:25][CH2:26][CH2:27][CH3:28].[Cl:1][c:2]1[c:3](-[c:9]2[cH:10][c:11]3[c:16]4[c:17]([cH:18]2)[CH:19]2[CH:20]([N:15]4[CH2:14][CH2:13][CH2:12]3)[CH2:21][CH2:22][NH:23][CH2:24]2)[cH:4][cH:5][c:6]([Cl:8])[cH:7]1.[NH3:29]>>[Cl:1][c:2]1[c:3](-[c:9]2[cH:10][c:11]3[c:16]4[c:17]([cH:18]2)[CH:19]2[CH:20]([N:15]4[CH2:14][CH2:13][CH2:12]3)[CH2:21][CH2:22][N:23]([CH2:26][CH2:27][CH3:28])[CH2:24]2)[cH:4][cH:5][c:6]([Cl:8])[cH:7]1. Starting materials: [BH4-], CCO, Cl, O=C(c1ccc(F)cc1)C1CCNCC1, Nc1ccc(F)cc1, [Na+], [Na+], [OH-], O, O=S(=O)(O)c1ccccc1. Yields the product Fc1ccc(NC(c2ccc(F)cc2)C2CCNCC2)cc1. RXN SMILES: [BH4-:35].[CH3:40][CH2:41][OH:42].[ClH:1].[F:2][c:3]1[cH:4][cH:5][c:6]([C:7](=[O:8])[CH:9]2[CH2:10][CH2:11][NH:12][CH2:13][CH2:14]2)[cH:15][cH:16]1.[NH2:17][c:18]1[cH:19][cH:20][c:21]([F:22])[cH:23][cH:24]1.[Na+:36].[Na+:38].[OH-:37].[OH2:39].[c:25]1([S:26]([OH:27])(=[O:28])=[O:29])[cH:30][cH:31][cH:32][cH:33][cH:34]1>>[F:2][c:3]1[cH:4][cH:5][c:6]([CH:7]([CH:9]2[CH2:10][CH2:11][NH:12][CH2:13][CH2:14]2)[NH:17][c:18]2[cH:19][cH:20][c:21]([F:22])[cH:23][cH:24]2)[cH:15][cH:16]1.